Dataset: the Open Reaction Database (ORD), a public repository of structured organic reaction records. Task: describe an organic reaction: reactants, conditions, products, and yield The reactants are O[C@H]1C(O[C@@H]([C@H]1O)CO)N1C2=NC(=NC(=C2N=C1)NC1CCCC1)N1N=CC(=C1)C(=O)OCC (ethyl 1-{9-[(4S,3R,5R)-3,4-dihydroxy-5-(hydroxymethyl)oxolan-2-yl]-6-(cyclopentylamino)purin-2-yl}pyrazole-4-carboxylate), O (water). Solvent: [OH-].[K+] (KOH), CO (methanol). Run at temperature 50 celsius, time 24 hour. The product is O[C@H]1C(O[C@@H]([C@H]1O)CO)N1C2=NC(=NC(=C2N=C1)NC1CCCC1)N1N=CC(=C1)C(=O)O (1-{9-[(4S,3R,5R)-3,4-dihydroxy-5-(hydroxymethyl)oxolan-2-yl]-6-(cyclopentylamino)purin-2-yl}pyrazole-4-carboxylic acid). Reaction SMILES: [OH:1][C@@H:2]1[C@H:6]([OH:7])[C@@H:5]([CH2:8][OH:9])[O:4][CH:3]1[N:10]1[CH:18]=[N:17][C:16]2[C:11]1=[N:12][C:13]([N:25]1[CH:29]=[C:28]([C:30]([O:32]CC)=[O:31])[CH:27]=[N:26]1)=[N:14][C:15]=2[NH:19][CH:20]1[CH2:24][CH2:23][CH2:22][CH2:21]1.O>[OH-].[K+].CO>[OH:1][C@@H:2]1[C@H:6]([OH:7])[C@@H:5]([CH2:8][OH:9])[O:4][CH:3]1[N:10]1[CH:18]=[N:17][C:16]2[C:11]1=[N:12][C:13]([N:25]1[CH:29]=[C:28]([C:30]([OH:32])=[O:31])[CH:27]=[N:26]1)=[N:14][C:15]=2[NH:19][CH:20]1[CH2:24][CH2:23][CH2:22][CH2:21]1 |f:2.3|. Procedure details: 40 mg of the ethyl 1-{9-[(4S,3R,5R)-3,4-dihydroxy-5-(hydroxymethyl)oxolan-2-yl]-6-(cyclopentylamino)purin-2-yl}pyrazole-4-carboxylate prepared in Example 3 was dissolved in 2 mL of 1 N KOH in methanol. 200 mL of water was then added and the mixture stirred at at 50° C. for 24 hours. The solvent was then removed and the residue dissolved in 3 mL water and brought to a pH of 3-4 by addition of 37% HCl. The resulting solid was collected by filtration and washed with water and ether then air dried t... Reactants: Cl (HCl), COC(CC\1=NN(C(/C1=C(\CC1=CC=C(C=C1)OC)/NCC1=CC=CC=C1)=O)C1=C(C=CC=C1)Cl)=O (methyl[(4E)-4-[1-(benzylamino)-2-(4-methoxyphenyl)ethylidene]-1-(2-chlorophenyl)-5-oxo-4,5-dihydro-1H-pyrazol-3-yl]acetate), ( VIII ), [Na] (sodium), CC(C)O (i-PrOH). Conditions: time 0.5 hour. Product: C(C1=CC=CC=C1)N1C(=C2C(=CC1=O)NN(C2=O)C2=C(C=CC=C2)Cl)CC2=CC(=CC=C2)OC (5-benzyl-2-(2-chlorphenyl)-4-(3-methoxybenzyl)-1H-pyrazolo[4,3-c]pyridine-3,6(2H,5H)-dione). Yield: 14.0%. RXN SMILES: [Na].CO[C:4](=[O:37])[CH2:5][C:6]1=[N:7][N:8]([C:30]2[CH:35]=[CH:34][CH:33]=[CH:32][C:31]=2[Cl:36])[C:9](=[O:29])/[C:10]/1=[C:11](/[NH:21][CH2:22][C:23]1[CH:28]=[CH:27][CH:26]=[CH:25][CH:24]=1)\[CH2:12][C:13]1[CH:18]=[CH:17][C:16](OC)=[CH:15][CH:14]=1.Cl.C[CH:40]([OH:42])C>>[CH2:22]([N:21]1[C:4](=[O:37])[CH:5]=[C:6]2[NH:7][N:8]([C:30]3[CH:35]=[CH:34][CH:33]=[CH:32][C:31]=3[Cl:36])[C:9](=[O:29])[C:10]2=[C:11]1[CH2:12][C:13]1[CH:14]=[CH:15][CH:16]=[C:17]([O:42][CH3:40])[CH:18]=1)[C:23]1[CH:24]=[CH:25][CH:26]=[CH:27][CH:28]=1 |^1:0|. Procedure details: An isopropanolic solution of i-PrONa, obtained by dissolving of sodium (0.017 g, 0.75 mmol, 2 equiv.) in i-PrOH (2 ml), was treated with methyl[(4E)-4-[1-(benzylamino)-2-(4-methoxyphenyl)ethylidene]-1-(2-chlorophenyl)-5-oxo-4,5-dihydro-1H-pyrazol-3-yl]acetate (Compound of Formula (VIII) (170 mg, 0.36 mmol, 1 equiv.). The reaction mixture was stirred at room temperature for 0.5 h, then cooled and neutralized to pH 6 by addition 1M HCl solution. i-PrOH were removed in vacuo and the crude was purif... Starting materials: C1(CCCCC1)=NO (cyclohexanone oxime), N1=C(Cl)N=C(Cl)N=C1Cl (cyanuric chloride), ice. The solvent is N1=CC=CC=C1 (pyridine). Reaction conditions: time 15 hour. The product is C1(CCCCC1)=NOC1=NC(=NC(=N1)ON=C1CCCCC1)ON=C1CCCCC1 (N-[[4,6-bis[(cyclohexylideneamino)oxy]-1,3,5-triazin-2-yl]oxy]cyclohexanimine). The yield is 86.1%. RXN SMILES: [C:1]1(=[N:7][OH:8])[CH2:6][CH2:5][CH2:4][CH2:3][CH2:2]1.[N:9]1[C:16](Cl)=[N:15][C:13](Cl)=[N:12][C:10]=1Cl>N1C=CC=CC=1>[C:1]1(=[N:7][O:8][C:10]2[N:12]=[C:13]([O:8][N:7]=[C:1]3[CH2:6][CH2:5][CH2:4][CH2:3][CH2:2]3)[N:15]=[C:16]([O:8][N:7]=[C:1]3[CH2:6][CH2:5][CH2:4][CH2:3][CH2:2]3)[N:9]=2)[CH2:6][CH2:5][CH2:4][CH2:3][CH2:2]1. Procedure: To a cold (0° C.) solution of cyclohexanone oxime (4.53 g, 0.04 mol) in dry pyridine (20 ml) is added cyanuric chloride (1.84 g, 0.01 mol). An exothermic reaction occurs and the temperature rises to 22° C. The solution is then stirred 15 h at room temperature and then poured into 200 ml of ice-cold water. The precipitated solid is filtered off, dried and recrystallized from dichloromethane-hexane to afford 3.57 g of the title compound as a white solid. The compound decomposes without melting abo... Starting materials: FC(C(=O)O)(F)F.N[C@H](C(=O)N[C@@H](CC1=CC=C(C=C1)C1CC(NS1(=O)=O)=O)C(N)=O)CC1=CC=CC=C1 ((S)-2-Amino-N-{(S)-1-carbamoyl-2-[4-(1,1,3-trioxo-1λ6-isothiazolidin-5-yl)-phenyl]-ethyl}-3-phenyl-propionamide trifluoroacetate), C(C)OP(=O)(OCC)C(C1=CC=C(C=C1)CC(=O)O)(F)F ({4-[(diethoxy-phosphoryl)-difluoro-methyl]-phenyl}-acetic acid). Product: C(C)OP(OCC)(=O)C(F)(F)C1=CC=C(C=C1)CC(N[C@@H](CC1=CC=CC=C1)C(N[C@@H](CC1=CC=C(C=C1)C1CC(NS1(=O)=O)=O)C(N)=O)=O)=O (({4-[((S)-1-{(S)-1-Carbamoyl-2-[4-(1,1,3-trioxo-1λ6-isothiazolidin-5-yl)-phenyl]-ethylcarbamoyl}-2-phenyl-ethylcarbamoyl)-methyl]-phenyl}-difluoro-methyl)-phosphonic acid diethyl ester). Reaction SMILES: FC(F)(F)C(O)=O.[NH2:8][C@@H:9]([CH2:32][C:33]1[CH:38]=[CH:37][CH:36]=[CH:35][CH:34]=1)[C:10]([NH:12][C@H:13]([C:29](=[O:31])[NH2:30])[CH2:14][C:15]1[CH:20]=[CH:19][C:18]([CH:21]2[S:25](=[O:27])(=[O:26])[NH:24][C:23](=[O:28])[CH2:22]2)=[CH:17][CH:16]=1)=[O:11].[CH2:39]([O:41][P:42]([C:47]([F:59])([F:58])[C:48]1[CH:53]=[CH:52][C:51]([CH2:54][C:55](O)=[O:56])=[CH:50][CH:49]=1)([O:44][CH2:45][CH3:46])=[O:43])[CH3:40]>>[CH2:39]([O:41][P:42]([C:47]([C:48]1[CH:49]=[CH:50][C:51]([CH2:54][C:55](=[O:56])[NH:8][C@H:9]([C:10](=[O:11])[NH:12][C@H:13]([C:29](=[O:31])[NH2:30])[CH2:14][C:15]2[CH:16]=[CH:17][C:18]([CH:21]3[S:25](=[O:27])(=[O:26])[NH:24][C:23](=[O:28])[CH2:22]3)=[CH:19][CH:20]=2)[CH2:32][C:33]2[CH:34]=[CH:35][CH:36]=[CH:37][CH:38]=2)=[CH:52][CH:53]=1)([F:59])[F:58])(=[O:43])[O:44][CH2:45][CH3:46])[CH3:40] |f:0.1|. Procedure details: This compound was prepared according to the procedure of Example 1.1, Step 10, using 4.23-B of Step 2 and {4-[(diethoxy-phosphoryl)-difluoro-methyl]-phenyl}-acetic acid (Biochemistry, (2003), 42, 12792) as the starting materials. LCMS found for C34H40F2N4O9PS (M+H)+: m/z=749. Starting materials: C(CCC)C=1NC(=C(N1)Cl)CO (2-butyl-4-chloro-1H-imidazole-5-methanol). Reagents/catalysts: [O-2].[O-2].[Mn+4] (manganese dioxide). The solvent is ClCCl.O1CCOCC1 (dichloromethane 1,4-dioxan). Yields the product C(CCC)C=1NC(=C(N1)Cl)C=O (2-Butyl-4-chloro-1H-imidazole-5-carboxaldehyde). Yield: 82.2%. RXN SMILES: [CH2:1]([C:5]1[NH:6][C:7]([CH2:11][OH:12])=[C:8]([Cl:10])[N:9]=1)[CH2:2][CH2:3][CH3:4]>ClCCl.O1CCOCC1.[O-2].[O-2].[Mn+4]>[CH2:1]([C:5]1[NH:6][C:7]([CH:11]=[O:12])=[C:8]([Cl:10])[N:9]=1)[CH2:2][CH2:3][CH3:4] |f:1.2,3.4.5|. Procedure: A suspension of 2-butyl-4-chloro-1H-imidazole-5-methanol (22.0 g) in dichloromethane:1,4-dioxan (2:1) (690 ml) was treated with manganese dioxide (63.15 g) and the reaction mixture heated at reflux under nitrogen for 3.5 h. The reaction mixture was cooled, filtered and the filtrate evaporated to leave an off-white solid. The residue was triturated with petroleum ether, filtered and dried to give the title compound as a white solid (17.9 g) m.p. 98°-99° C. Reactants: C(=O)O (formic acid), C(=O)O (formic acid), C(=O)N (formamide), N1C(=NC=C1)CN(CC=1N(C=CN1)C)CC1=CC=C(CNCCCCN(CCC)CCC)C=C1 (N-(4-{[(1H-imidazol-2-ylmethyl)-(1-methyl-1H-imidazol-2-ylmethyl)-amino]-methyl}-benzyl)-N′,N′-dipropyl-butane-1,4-diamine). Solvent: C(C)O (ethanol). Reaction conditions: temperature 10 celsius, time 3 hour. Product: C(CC)N(CCCCN(C=O)CC1=CC=C(C=C1)CN(CC=1N(C=CN1)C)CC=1NC=CN1)CCC ((4-dipropylamino-butyl)-(4-{[(1H-imidazol-2-ylmethyl)-(1-methyl-1H-imidazol-2-ylmethyl)-amino]-methyl}-benzyl)-formamide). As a reaction SMILES: [NH:1]1[CH:5]=[CH:4][N:3]=[C:2]1[CH2:6][N:7]([CH2:15][C:16]1[CH:34]=[CH:33][C:19]([CH2:20][NH:21][CH2:22][CH2:23][CH2:24][CH2:25][N:26]([CH2:30][CH2:31][CH3:32])[CH2:27][CH2:28][CH3:29])=[CH:18][CH:17]=1)[CH2:8][C:9]1[N:10]([CH3:14])[CH:11]=[CH:12][N:13]=1.[CH:35](O)=[O:36].C(N)=O>C(O)C>[CH2:30]([N:26]([CH2:27][CH2:28][CH3:29])[CH2:25][CH2:24][CH2:23][CH2:22][N:21]([CH2:20][C:19]1[CH:33]=[CH:34][C:16]([CH2:15][N:7]([CH2:6][C:2]2[NH:3][CH:4]=[CH:5][N:1]=2)[CH2:8][C:9]2[N:10]([CH3:14])[CH:11]=[CH:12][N:13]=2)=[CH:17][CH:18]=1)[CH:35]=[O:36])[CH2:31][CH3:32]. Procedure details: The compound (82.9 mg) obtained in Example 52-3 was dissolved in ethanol (1.0 ml) and added with formic acid (50 μl) and formamide (50 μl). The whole was stirred at an outside temperature of 10° C. for 3 hours. The solution was added with additional formic acid (60 μl) and the whole was stirred for 15 hours. After completion of the reaction, the solvent was distilled off. The residue was dissolved in chloroform and added with a 1 mol/l sodium hydroxide aqueous solution to adjust the pH to 11. Th...